Dataset: the Open Reaction Database (ORD), a public repository of structured organic reaction records. Task: describe an organic reaction: reactants, conditions, products, and yield The reactants are O=C(O)C1OC(c2ccc(Cl)c(Cc3ncc(-c4ccco4)s3)c2)C(OCc2ccccc2)C(OCc2ccccc2)C1OCc1ccccc1, ClCCl, O. Yields the product COC(=O)C1OC(c2ccc(Cl)c(Cc3ncc(-c4ccco4)s3)c2)C(OCc2ccccc2)C(OCc2ccccc2)C1OCc1ccccc1. As a reaction SMILES: [CH2:1]([c:2]1[cH:3][cH:4][cH:5][cH:6][cH:7]1)[O:8][CH:9]1[CH:10]([C:49](=[O:50])[OH:51])[O:11][CH:12]([c:31]2[cH:32][c:33]([CH2:38][c:39]3[s:40][c:41](-[c:44]4[o:45][cH:46][cH:47][cH:48]4)[cH:42][n:43]3)[c:34]([Cl:37])[cH:35][cH:36]2)[CH:13]([O:23][CH2:24][c:25]2[cH:26][cH:27][cH:28][cH:29][cH:30]2)[CH:14]1[O:15][CH2:16][c:17]1[cH:18][cH:19][cH:20][cH:21][cH:22]1.[Cl:53][CH2:54][Cl:55].[OH2:52]>>[CH2:1]([c:2]1[cH:3][cH:4][cH:5][cH:6][cH:7]1)[O:8][CH:9]1[CH:10]([C:49](=[O:50])[O:51][CH3:54])[O:11][CH:12]([c:31]2[cH:32][c:33]([CH2:38][c:39]3[s:40][c:41](-[c:44]4[o:45][cH:46][cH:47][cH:48]4)[cH:42][n:43]3)[c:34]([Cl:37])[cH:35][cH:36]2)[CH:13]([O:23][CH2:24][c:25]2[cH:26][cH:27][cH:28][cH:29][cH:30]2)[CH:14]1[O:15][CH2:16][c:17]1[cH:18][cH:19][cH:20][cH:21][cH:22]1. Reactants: CCOC(=O)CN(C(=O)CCCc1ccnc(C(=O)OC(C)(C)C)c1N)C1CC1, CO, [Na+], [OH-]. Yields the product CC(C)(C)OC(=O)c1nccc(CCCC(=O)N(CC(=O)O)C2CC2)c1N. RXN SMILES: [CH2:1]([CH3:2])[O:3][C:4]([CH2:5][N:6]([CH:7]1[CH2:8][CH2:9]1)[C:10]([CH2:11][CH2:12][CH2:13][c:14]1[c:15]([NH2:27])[c:16]([C:20](=[O:21])[O:22][C:23]([CH3:24])([CH3:25])[CH3:26])[n:17][cH:18][cH:19]1)=[O:28])=[O:29].[CH3:32][OH:33].[Na+:31].[OH-:30]>>[O:3]=[C:4]([CH2:5][N:6]([CH:7]1[CH2:8][CH2:9]1)[C:10]([CH2:11][CH2:12][CH2:13][c:14]1[c:15]([NH2:27])[c:16]([C:20](=[O:21])[O:22][C:23]([CH3:24])([CH3:25])[CH3:26])[n:17][cH:18][cH:19]1)=[O:28])[OH:29]. Starting materials: COCCOCC(=O)SC1CC(N1C(C(=O)OCC1=CC=C(C=C1)[N+](=O)[O-])Cl)=O (p-nitrobenzyl 2-[4-(2-methoxyethoxyacetylthio)-2-oxo-1-azetidinyl]-2-chloroacetate), C1(=CC=CC=C1)P(C1=CC=CC=C1)C1=CC=CC=C1 (triphenylphosphine), N1=C(C=CC=C1C)C (2.6-lutidine). Run in O1CCCC1 (tetrahydrofuran). Reaction conditions: time 50 hour. Yields the product COCCOCC(=O)SC1CC(N1C(C(=O)OCC1=CC=C(C=C1)[N+](=O)[O-])=P(C1=CC=CC=C1)(C1=CC=CC=C1)C1=CC=CC=C1)=O (p-Nitrobenzyl 2-[4-(2-Methoxyethoxyacetylthio)-2-oxo-1-azetidinyl]-2-triphenylphosphoranylideneacetate). The yield is 43.2%. As a reaction SMILES: [CH3:1][O:2][CH2:3][CH2:4][O:5][CH2:6][C:7]([S:9][CH:10]1[N:13]([CH:14](Cl)[C:15]([O:17][CH2:18][C:19]2[CH:24]=[CH:23][C:22]([N+:25]([O-:27])=[O:26])=[CH:21][CH:20]=2)=[O:16])[C:12](=[O:29])[CH2:11]1)=[O:8].[C:30]1([P:36]([C:43]2[CH:48]=[CH:47][CH:46]=[CH:45][CH:44]=2)[C:37]2[CH:42]=[CH:41][CH:40]=[CH:39][CH:38]=2)[CH:35]=[CH:34][CH:33]=[CH:32][CH:31]=1.N1C(C)=CC=CC=1C>O1CCCC1>[CH3:1][O:2][CH2:3][CH2:4][O:5][CH2:6][C:7]([S:9][CH:10]1[N:13]([C:14](=[P:36]([C:37]2[CH:38]=[CH:39][CH:40]=[CH:41][CH:42]=2)([C:43]2[CH:48]=[CH:47][CH:46]=[CH:45][CH:44]=2)[C:30]2[CH:31]=[CH:32][CH:33]=[CH:34][CH:35]=2)[C:15]([O:17][CH2:18][C:19]2[CH:24]=[CH:23][C:22]([N+:25]([O-:27])=[O:26])=[CH:21][CH:20]=2)=[O:16])[C:12](=[O:29])[CH2:11]1)=[O:8]. Procedure: A mixture of p-nitrobenzyl 2-[4-(2-methoxyethoxyacetylthio)-2-oxo-1-azetidinyl]-2-chloroacetate (761 mg.), triphenylphosphine (524 mg.; 2.00 mmoles) and 2.6-lutidine (0.235 ml.; 214 mg.; 2.00 mmoles) in tetrahydrofuran (7 ml.) was stirred under N2 atmosphere at room temperature for 50 hours. After filtration of the precipitate, the filtrate was evaporated to yield 1.39 g. of a crude oil. This oil was purified by column chromatography (SiO2 ; 30 g.; eluant-ethyl acetate) yielding title product (4... Yields the product CC=1SC(=NN1)C=CC1=C(C=CC=C1)OCC1CO1 (2-Methyl-5-[2-(2,3-epoxypropoxy)-styryl]-1,3,4-thiadiazole). Starting materials: [H-].[Na+] (sodium hydride), O1CCCC1 (tetrahydrofuran), OC1=C(C=CC=2SC(=NN2)C)C=CC=C1 (2-(2-hydroxystyryl)-5-methyl-1,3,4-thiadiazole), ice water, [Cl-].[Na+] (sodium chloride). RXN SMILES: [H-].[Na+].[OH:3][C:4]1[CH:17]=[CH:16][CH:15]=[CH:14][C:5]=1[CH:6]=[CH:7][C:8]1[S:9][C:10]([CH3:13])=[N:11][N:12]=1.[Cl-].[Na+].[O:20]1[CH2:24]C[CH2:22][CH2:21]1>CN(P(N(C)C)(N(C)C)=O)C>[CH3:13][C:10]1[S:9][C:8]([CH:7]=[CH:6][C:5]2[CH:14]=[CH:15][CH:16]=[CH:17][C:4]=2[O:3][CH2:22][CH:21]2[O:20][CH2:24]2)=[N:12][N:11]=1 |f:0.1,3.4|. Reaction conditions: time 1 hour. Procedure: 3.72 g (0.085 mole) of 55% strength sodium hydride in paraffin oil are suspended in 150 ml of absolute tetrahydrofuran and 18.6 g (0.085 mole) of 2-(2-hydroxystyryl)-5-methyl-1,3,4-thiadiazole in 200 ml of absolute hexamethylphosphorotriamide are then added dropwise in the course of 1.5 hours, at 0°-3° C. Thereafter the mixture is stirred for 1 hour at room temperature and 11.7 g (0.085 mole) of dibromohydrin are then added dropwise. The solution is left to stand for 16 hours at room temperature... Run in CN(C)P(=O)(N(C)C)N(C)C (hexamethylphosphorotriamide), paraffin. The reactants are C1CSCCN1, CC#N, CCN(C(C)C)C(C)C, O=[N+]([O-])c1cc(F)c(F)c(F)c1. Product: O=[N+]([O-])c1cc(F)c(N2CCSCC2)c(F)c1. As a reaction SMILES: [CH2:22]1[CH2:23][S:24][CH2:25][CH2:26][NH:27]1.[CH3:28][C:29]#[N:30].[CH:13]([N:14]([CH2:15][CH3:16])[CH:17]([CH3:18])[CH3:19])([CH3:20])[CH3:21].[F:1][c:2]1[cH:3][c:4]([N+:10](=[O:11])[O-:12])[cH:5][c:6]([F:9])[c:7]1[F:8]>>[F:1][c:2]1[cH:3][c:4]([N+:10](=[O:11])[O-:12])[cH:5][c:6]([F:9])[c:7]1[N:27]1[CH2:22][CH2:23][S:24][CH2:25][CH2:26]1. Reactants: CCOC(=O)Oc1cccc(F)c1F, O=[N+]([O-])O, O=S(=O)(O)O. The product is CCOC(=O)Oc1cc([N+](=O)[O-])cc(F)c1F. As a reaction SMILES: [C:5]([O:6][c:7]1[c:8]([F:14])[c:9]([F:13])[cH:10][cH:11][cH:12]1)([O:15][CH2:16][CH3:17])=[O:18].[OH:1][N+:2]([O-:3])=[O:4].[S:19](=[O:20])(=[O:21])([OH:22])[OH:23]>>[O-:1][N+:2](=[O:4])[c:11]1[cH:10][c:9]([F:13])[c:8]([F:14])[c:7]([O:6][C:5]([O:15][CH2:16][CH3:17])=[O:18])[cH:12]1. Reactants: C(C1=CC=CC=C1)OC(=O)C=1C=C(C=CC1)NC(NCC(=O)N1C(CC(C1C1=C(C=CC=C1)F)S(=O)(=O)C1=C(C=CC=C1)F)C(NCC(C)C)=O)=O ((2RS,4SR,5RS)-1-{2-[3-(3-benzyloxycarbonylphenyl)ureido]acetyl}-5-(2-fluorophenyl)-4-(2-fluorophenyl)sulphonyl-2-isobutylcarbamoylpyrrolidine). Reagents/catalysts: [Pd] (palladium-on-charcoal). Solvent: C(C)O (ethanol). Yields the product FC1=C(C=CC=C1)C1C(CC(N1C(CNC(NC=1C=C(C(=O)O)C=CC1)=O)=O)C(NCC(C)C)=O)S(=O)(=O)C1=C(C=CC=C1)F ((2RS,4SR,5RS)-3-(3-{2-[5-(2-fluorophenyl)-4-(2-fluorophenyl)sulphonyl-2-isobutylcarbamoyl-1-pyrrolidinyl]-2-oxoethyl}ureido)benzoic acid). Isolated yield 82.0%. RXN SMILES: C([O:8][C:9]([C:11]1[CH:12]=[C:13]([NH:17][C:18](=[O:52])[NH:19][CH2:20][C:21]([N:23]2[CH:27]([C:28]3[CH:33]=[CH:32][CH:31]=[CH:30][C:29]=3[F:34])[CH:26]([S:35]([C:38]3[CH:43]=[CH:42][CH:41]=[CH:40][C:39]=3[F:44])(=[O:37])=[O:36])[CH2:25][CH:24]2[C:45](=[O:51])[NH:46][CH2:47][CH:48]([CH3:50])[CH3:49])=[O:22])[CH:14]=[CH:15][CH:16]=1)=[O:10])C1C=CC=CC=1>[Pd].C(O)C>[F:34][C:29]1[CH:30]=[CH:31][CH:32]=[CH:33][C:28]=1[CH:27]1[N:23]([C:21](=[O:22])[CH2:20][NH:19][C:18](=[O:52])[NH:17][C:13]2[CH:12]=[C:11]([CH:16]=[CH:15][CH:14]=2)[C:9]([OH:10])=[O:8])[CH:24]([C:45](=[O:51])[NH:46][CH2:47][CH:48]([CH3:50])[CH3:49])[CH2:25][CH:26]1[S:35]([C:38]1[CH:43]=[CH:42][CH:41]=[CH:40][C:39]=1[F:44])(=[O:37])=[O:36]. Procedure details: A The process is performed as described in Example 2A, but starting with 3.2 g of (2RS,4SR,5RS)-1-{2-[3-(3-benzyloxycarbonylphenyl)ureido]acetyl}-5-(2-fluorophenyl)-4-(2-fluorophenyl)sulphonyl-2-isobutylcarbamoylpyrrolidine, 0.35 g of 10% palladium-on-charcoal and 100 cm3 of ethanol under a hydrogen atmosphere (130 kPa). After treatment, 2.3 g of (2RS,4SR,5RS)-3-(3-{2-[5-(2-fluorophenyl)-4-(2-fluorophenyl)sulphonyl-2-isobutylcarbamoyl-1-pyrrolidinyl]-2-oxoethyl}ureido)benzoic acid are obtained [... Reactants: C12C(C3CC(CC(C1)C3)C2)=O (adamantanone), C(CCC)[Li].CCCCCC (n-butyllithium hexane), CC=1C=C(CN2C=NC=C2)C=CC1 (N-(3-methylbenzyl)-imidazole), CN(C)CCN(C)C (TMEDA). Run in O1CCCC1 (tetrahydrofuran), C1CCOC1 (THF), O (water). Run at temperature -70 celsius, time 30 minute. Yields the product OC1(C2CC3CC(CC1C3)C2)C(C=2NC=CN2)C=2C=C(C=CC2)C ((2-hydroxy-2-adamantyl)-1-imidazolyl-(3-tolyl)-methane). Yield: 40.0%. Reaction SMILES: C([Li])CCC.CCCCCC.[CH3:12][C:13]1[CH:14]=[C:15]([CH:22]=[CH:23][CH:24]=1)[CH2:16]N1C=CN=C1.C[N:26]([CH2:28][CH2:29][N:30]([CH3:32])C)C.[CH:33]12[CH2:42][CH:37]3[CH2:38][CH:39]([CH2:41][CH:35]([CH2:36]3)[C:34]1=[O:43])[CH2:40]2>C1COCC1.O>[OH:43][C:34]1([CH:16]([C:15]2[CH:14]=[C:13]([CH3:12])[CH:24]=[CH:23][CH:22]=2)[C:32]2[NH:30][CH:29]=[CH:28][N:26]=2)[CH:33]2[CH2:42][CH:37]3[CH2:38][CH:39]([CH2:41][CH:35]1[CH2:36]3)[CH2:40]2 |f:0.1|. Reported procedure: 39 ml (60.5 mmol) of 1,55 molar n-butyllithium/hexane solution were added dropwise to a solution of 5.17 g (30 mmol) of N-(3-methylbenzyl)-imidazole and 3.49 g (30 mmol) of TMEDA in 60 ml of absolute THF at -70° C. The mixture was stirred for 30 minutes at -70° C., after which a solution of 4.51 g of adamantanone in 35 ml of absolute tetrahydrofuran was added dropwise at about -70° C., stirring was continued for 20 minutes at -70° C., the mixture was allowed to warm up to room temperature, 300 m...